From a dataset of the Open Reaction Database (ORD), a public repository of structured organic reaction records. describe an organic reaction: reactants, conditions, products, and yield Reactants: O.[OH-].[Li+] (Lithium hydroxide monohydrate), O=C1N(C2=CC=CC=C2C12C1=C(OC2)C=C2OCCC2=C1)CC1=C(C(=O)OC)C=CC=C1 (methyl 2-[(2′-oxo-5,6-dihydrospiro[benzo[1,2-b:5,4-b′]difuran-3,3′-indol]-1′(2′H)-yl)methyl]benzoate). Run in O1CCCC1.O (tetrahydrofuran water). Reaction conditions: time 16 hour. Product: O=C1N(C2=CC=CC=C2C12C1=C(OC2)C=C2OCCC2=C1)CC1=C(C(=O)O)C=CC=C1 (2-[(2′-oxo-5,6-dihydrospiro[benzo[1,2-b:5,4-b′]difuran-3,3′-indol]-1′(2′H)-yl)methyl]benzoic acid). As a reaction SMILES: O.[OH-].[Li+].[O:4]=[C:5]1[C:13]2([CH2:17][O:16][C:15]3[CH:18]=[C:19]4[C:23](=[CH:24][C:14]2=3)[CH2:22][CH2:21][O:20]4)[C:12]2[C:7](=[CH:8][CH:9]=[CH:10][CH:11]=2)[N:6]1[CH2:25][C:26]1[CH:35]=[CH:34][CH:33]=[CH:32][C:27]=1[C:28]([O:30]C)=[O:29]>O1CCCC1.O>[O:4]=[C:5]1[C:13]2([CH2:17][O:16][C:15]3[CH:18]=[C:19]4[C:23](=[CH:24][C:14]2=3)[CH2:22][CH2:21][O:20]4)[C:12]2[C:7](=[CH:8][CH:9]=[CH:10][CH:11]=2)[N:6]1[CH2:25][C:26]1[CH:35]=[CH:34][CH:33]=[CH:32][C:27]=1[C:28]([OH:30])=[O:29] |f:0.1.2,4.5|. Procedure: Lithium hydroxide monohydrate (1.48 g, 35.2 mmol) was added to a solution of methyl 2-[(2′-oxo-5,6-dihydrospiro[benzo[1,2-b:5,4-b′]difuran-3,3′-indol]-1′(2′H)-yl)methyl]benzoate (6.00 g, 14.2 mmol) in a mixed solvent (tetrahydrofuran/water=2/1 v/v, 180 mL), and stirred at ambient temperature for 16 h. Most of tetrahydrofuran was removed under vacuum, and 150 mL water was added. The solution was extracted with 50 mL of mixed solvent (ethyl acetate/hexanes:1/3 v/v). The water layer was acidified w...